From a dataset of the Open Reaction Database (ORD), a public repository of structured organic reaction records. describe an organic reaction: reactants, conditions, products, and yield Reactants: CCCCCC (hexane), C(C)(C)(C)[Si](C1=CC=CC=C1)(C1=CC=CC=C1)OC1=CC(=C(C=C1)Cl)C (tert-Butyl(4-chloro-3-methylphenoxy)diphenylsilane), BrN1C(CCC1=O)=O (N-bromosuccinimide), CC(C)(C#N)N=NC(C)(C)C#N (AIBN), mono- and di-bromides. The solvent is C(Cl)(Cl)(Cl)Cl (CCl4). The product is C(C)(C)(C)[Si](C1=CC=CC=C1)(C1=CC=CC=C1)OC1=CC(=C(C=C1)Cl)CBr (tert-Butyl(3-bromomethyl-4-chlorophenoxy)diphenylsilane). Reaction SMILES: [C:1]([Si:5]([O:18][C:19]1[CH:24]=[CH:23][C:22]([Cl:25])=[C:21]([CH3:26])[CH:20]=1)([C:12]1[CH:17]=[CH:16][CH:15]=[CH:14][CH:13]=1)[C:6]1[CH:11]=[CH:10][CH:9]=[CH:8][CH:7]=1)([CH3:4])([CH3:3])[CH3:2].[Br:27]N1C(=O)CCC1=O.CC(N=NC(C#N)(C)C)(C#N)C.CCCCCC>C(Cl)(Cl)(Cl)Cl>[C:1]([Si:5]([O:18][C:19]1[CH:24]=[CH:23][C:22]([Cl:25])=[C:21]([CH2:26][Br:27])[CH:20]=1)([C:12]1[CH:17]=[CH:16][CH:15]=[CH:14][CH:13]=1)[C:6]1[CH:7]=[CH:8][CH:9]=[CH:10][CH:11]=1)([CH3:4])([CH3:3])[CH3:2]. Procedure details: tert-Butyl(4-chloro-3-methylphenoxy)diphenylsilane (88.69 g, 0.233 mol), N-bromosuccinimide (49.8 g, 0.279 mol), and AIBN (3.82 g, 0.023 mol) were heated at reflux in CCl4 (500 mL) for 7 h. The reaction mixture was concentrated in vacuo, dissolved in 10% EtOAc/hexane, the succinimide filtered off, and the filtrate concentrated in vacuo to give a mixture of the mono- and di-bromides. Chromatography (SiO2)(100% hexane) gave the title compound. The reactants are O=C([O-])[O-], COc1ccccc1-n1c(CCl)nc2cccc(Cl)c2c1=O, [Cs+], [Cs+], Nc1ncnc2[nH]ccc(=O)c12, CN(C)C=O. Product: COc1ccccc1-n1c(Cn2ccc(=O)c3c(N)ncnc32)nc2cccc(Cl)c2c1=O. As a reaction SMILES: [C:13](=[O:14])([O-:15])[O-:16].[Cl:19][c:20]1[c:21]2[c:22](=[O:40])[n:23](-[c:32]3[c:33]([O:38][CH3:39])[cH:34][cH:35][cH:36][cH:37]3)[c:24]([CH2:30][Cl:31])[n:25][c:26]2[cH:27][cH:28][cH:29]1.[Cs+:17].[Cs+:18].[NH2:1][c:2]1[c:3]2[c:4]([n:5][cH:6][n:7]1)[nH:8][cH:9][cH:10][c:11]2=[O:12].[O:41]=[CH:42][N:43]([CH3:44])[CH3:45]>>[NH2:1][c:2]1[c:3]2[c:4]([n:5][cH:6][n:7]1)[n:8]([CH2:30][c:24]1[n:23](-[c:32]3[c:33]([O:38][CH3:39])[cH:34][cH:35][cH:36][cH:37]3)[c:22](=[O:40])[c:21]3[c:20]([Cl:19])[cH:29][cH:28][cH:27][c:26]3[n:25]1)[cH:9][cH:10][c:11]2=[O:12]. Starting materials: CO, Fc1ncccc1C1C=CCO1. Product: Fc1ncccc1C1CCCO1. As a reaction SMILES: [CH3:13][OH:14].[O:1]1[CH:2]([c:6]2[c:7]([F:12])[n:8][cH:9][cH:10][cH:11]2)[CH:3]=[CH:4][CH2:5]1>>[O:1]1[CH:2]([c:6]2[c:7]([F:12])[n:8][cH:9][cH:10][cH:11]2)[CH2:3][CH2:4][CH2:5]1. As a reaction SMILES: [CH2:22]1[O:23][CH2:24][CH2:25][CH2:26]1.[CH:1](=[O:2])[N:3]1[CH2:4][C:5]([c:8]2[c:9]([CH2:14][c:15]3[cH:16][cH:17][cH:18][cH:19][cH:20]3)[cH:10][cH:11][cH:12][cH:13]2)([OH:21])[CH2:6][CH2:7]1>>[CH3:1][N:3]1[CH2:4][C:5]([c:8]2[c:9]([CH2:14][c:15]3[cH:16][cH:17][cH:18][cH:19][cH:20]3)[cH:10][cH:11][cH:12][cH:13]2)([OH:21])[CH2:6][CH2:7]1. The reactants are C1CCOC1, O=CN1CCC(O)(c2ccccc2Cc2ccccc2)C1. Yields the product CN1CCC(O)(c2ccccc2Cc2ccccc2)C1. Yield: 41.0%. Conditions: temperature 45 celsius, time 1.5 hour. Reaction SMILES: [C:1]1([C:7]2[NH:8][C:9]([C:18]3[CH:23]=[CH:22][CH:21]=[CH:20][CH:19]=3)=[C:10]([C:12]3[CH:17]=[CH:16][CH:15]=[CH:14][CH:13]=3)[N:11]=2)[CH:6]=[CH:5][CH:4]=[CH:3][CH:2]=1.[H-].[Na+].BrC[CH2:28][CH2:29][CH2:30][CH2:31][CH2:32][C:33]([O:35][CH2:36][CH3:37])=O.O.CN(C)[CH:41]=[O:42]>>[CH2:36]([O:35][C:33](=[C:41]=[O:42])[CH2:32][CH2:31][CH2:30][CH2:29][CH2:28][N:11]1[C:10]([C:12]2[CH:17]=[CH:16][CH:15]=[CH:14][CH:13]=2)=[C:9]([C:18]2[CH:19]=[CH:20][CH:21]=[CH:22][CH:23]=2)[N:8]=[C:7]1[C:1]1[CH:6]=[CH:5][CH:4]=[CH:3][CH:2]=1)[CH3:37] |f:1.2|. Procedure details: 2,4,5-Triphenylimidazole (1.3 g) was added to a suspension of sodium hydride (0.23 g) (50% dispersion in oil, washed with hexane) in dry dimethylformamide (40 ml) under nitrogen. The reaction was stirred at 45° C. for 1.5 h, cooled and ethyl 7-bromoheptanoate (1.1 g) in dry dimethylformamide (10 ml) was added. The reaction was stirred at 50° C. for 5 h, cooled and water was carefully added. The solvent was removed in vacuo and the residue was dissolved in ethyl acetate (100 ml). The organic solu... Reactants: BrCCCCCCC(=O)OCC (ethyl 7-bromoheptanoate), CN(C=O)C (dimethylformamide), O (water), C1(=CC=CC=C1)C=1NC(=C(N1)C1=CC=CC=C1)C1=CC=CC=C1 (2,4,5-Triphenylimidazole), [H-].[Na+] (sodium hydride), CN(C=O)C (dimethylformamide). The product is C(C)OC(CCCCCN1C(=NC(=C1C1=CC=CC=C1)C1=CC=CC=C1)C1=CC=CC=C1)=C=O (1-(6-ethoxy-carbonylhexyl)-2,4,5-triphenylimidazole). Reactants: COc1cc2c(ccn2S(=O)(=O)c2ccccc2)c2c1OCCN=C2C, CCO. The product is COc1cc2c(ccn2S(=O)(=O)c2ccccc2)c2c1OCCNC2C. Reaction SMILES: [CH3:1][O:2][c:3]1[c:4]2[c:5]([c:6]3[cH:7][cH:8][n:9]([S:12](=[O:13])(=[O:14])[c:15]4[cH:16][cH:17][cH:18][cH:19][cH:20]4)[c:10]3[cH:11]1)[C:21]([CH3:26])=[N:22][CH2:23][CH2:24][O:25]2.[CH3:27][CH2:28][OH:29]>>[CH3:1][O:2][c:3]1[c:4]2[c:5]([c:6]3[cH:7][cH:8][n:9]([S:12](=[O:13])(=[O:14])[c:15]4[cH:16][cH:17][cH:18][cH:19][cH:20]4)[c:10]3[cH:11]1)[CH:21]([CH3:26])[NH:22][CH2:23][CH2:24][O:25]2. Reactants: [OH-].[Na+] (sodium hydroxide), C(C1=CC=CC=C1)C[Si](C)(C)C(=O)[Si](C)(C)CCC1=CC=CC=C1 (benzyltrimethylsilylketone), C(#N)[BH3-].[Na+] (sodium cyanoborohydride), C(C)(=O)[O-].[NH4+] (ammonium acetate). Solvent: CO (methanol). Conditions: time 48 hour. Product: C[Si](C(CC1=CC=CC=C1)N)(C)C (α-(trimethylsilyl)benzeneethanamine). As a reaction SMILES: [CH2:1]([CH2:8][Si:9]([C:12]([Si](CCC1C=CC=CC=1)(C)C)=O)([CH3:11])[CH3:10])[C:2]1[CH:7]=[CH:6][CH:5]=[CH:4][CH:3]=1.C([BH3-])#[N:26].[Na+].C([O-])(=O)C.[NH4+].[OH-].[Na+]>CO>[CH3:10][Si:9]([CH3:12])([CH3:11])[CH:8]([NH2:26])[CH2:1][C:2]1[CH:7]=[CH:6][CH:5]=[CH:4][CH:3]=1 |f:1.2,3.4,5.6|. Procedure details: A mixture of benzyltrimethylsilylketone (1.40 g, 7.3 mmol) of sodium cyanoborohydride (0.321 g, 5.1 mmol) and ammonium acetate (5.93 g, 73 mmol) in anhydrous methanol (25 ml) was stirred at room temperature for 48 hours. The mixture was poured into 2N sodium hydroxide (20 ml) and extracted with diethyl ether (3×100 ml). The organic phase was dried over anhydrous magnesium sulphate. Trituration, removal of the solvent, inuacuo, and chromatography from silica gel (ethyl acetate/cyclohexane 1:1) yi... Yields the product COC(=O)c1ccc(-c2ccc(C(F)(F)F)cc2)cc1. As a reaction SMILES: [Br:14][c:15]1[cH:16][cH:17][c:18]([C:19](=[O:20])[O:21][CH3:22])[cH:23][cH:24]1.[C:58]([O-:59])(=[O:60])[CH3:61].[C:63]([O-:64])(=[O:65])[CH3:66].[CH3:46][O:47][CH2:48][CH2:49][O:50][CH3:51].[CH3:52][OH:53].[CH3:54][C:55](=[O:56])[CH3:57].[Cs+:45].[F-:44].[F:1][C:2]([c:3]1[cH:4][cH:5][c:6]([B:9]([OH:10])[OH:11])[cH:7][cH:8]1)([F:12])[F:13].[Pd+2:62].[c:25]1([P:26]([c:27]2[cH:28][cH:29][cH:30][cH:31][cH:32]2)[c:33]2[cH:34][cH:35][cH:36][cH:37][cH:38]2)[cH:39][cH:40][cH:41][cH:42][cH:43]1>>[F:1][C:2]([c:3]1[cH:4][cH:5][c:6](-[c:15]2[cH:16][cH:17][c:18]([C:19](=[O:20])[O:21][CH3:22])[cH:23][cH:24]2)[cH:7][cH:8]1)([F:12])[F:13]. Starting materials: COC(=O)c1ccc(Br)cc1, CC(=O)[O-], CC(=O)[O-], COCCOC, CO, CC(C)=O, [Cs+], [F-], OB(O)c1ccc(C(F)(F)F)cc1, [Pd+2], c1ccc(P(c2ccccc2)c2ccccc2)cc1. Starting materials: C1(CC1)C=1N=C2C(=NC1)N(C=C2C(=O)O)COCC[Si](C)(C)C (2-cyclopropyl-5-(2-trimethylsilanyl-ethoxymethyl)-5H-pyrrolo[2,3-b]pyrazine-7-carboxylic acid), C(CCl)Cl (EDC), NC1(CCOCC1)CO ((4-aminotetrahydropyran-4-yl)-methanol). Reagents/catalysts: CN(C1=CC=NC=C1)C (4-(dimethylamino)pyridine). The solvent is C(Cl)Cl (CH2Cl2), O (H2O). Conditions: time 8 hour. The product is OCC1(CCOCC1)NC(=O)C1=CN(C2=NC=C(N=C21)C2CC2)COCC[Si](C)(C)C (2-cyclopropyl-5-(2-trimethylsilanyl-ethoxymethyl)-5H-pyrrolo[2,3-b]pyrazine-7-carboxylic acid (4-hydroxymethyl-tetrahydro-pyran-4-yl)-amide). Yield: 56.9%. As a reaction SMILES: [CH:1]1([C:4]2[N:5]=[C:6]3[C:12]([C:13]([OH:15])=O)=[CH:11][N:10]([CH2:16][O:17][CH2:18][CH2:19][Si:20]([CH3:23])([CH3:22])[CH3:21])[C:7]3=[N:8][CH:9]=2)[CH2:3][CH2:2]1.C(Cl)CCl.[NH2:28][C:29]1([CH2:35][OH:36])[CH2:34][CH2:33][O:32][CH2:31][CH2:30]1>C(Cl)Cl.CN(C)C1C=CN=CC=1.O>[OH:36][CH2:35][C:29]1([NH:28][C:13]([C:12]2[C:6]3[C:7](=[N:8][CH:9]=[C:4]([CH:1]4[CH2:3][CH2:2]4)[N:5]=3)[N:10]([CH2:16][O:17][CH2:18][CH2:19][Si:20]([CH3:23])([CH3:22])[CH3:21])[CH:11]=2)=[O:15])[CH2:34][CH2:33][O:32][CH2:31][CH2:30]1. Procedure details: To a solution of 2-cyclopropyl-5-(2-trimethylsilanyl-ethoxymethyl)-5H-pyrrolo[2,3-b]pyrazine-7-carboxylic acid (0.20 g, 0.59 mmol) in CH2Cl2 (5 mL) was added EDC (0.14 g, 0.72 mmol), 4-(dimethylamino)pyridine (0.088 g, 0.72 mmol), and (4-aminotetrahydropyran-4-yl)-methanol (0.094 g, 0.72 mmol). The reaction mixture was stirred at room temperature overnight then diluted with H2O and extracted with CH2Cl2. The combined organics were washed with brine, dried over Na2SO4 and concentrated. The residu...